From a dataset of the Open Reaction Database (ORD), a public repository of structured organic reaction records. describe an organic reaction: reactants, conditions, products, and yield The reactants are [Al+3], C1CCOC1, CCOCC, CC(C)(C(=O)O)C(c1ccccc1)c1ccc2c(cnn2-c2ccc(F)cc2)c1, [H-], [H-], [H-], [H-], [Li+]. Product: CC(C)(CO)C(c1ccccc1)c1ccc2c(cnn2-c2ccc(F)cc2)c1. Reaction SMILES: [Al+3:31].[CH2:41]1[O:42][CH2:43][CH2:44][CH2:45]1.[CH3:36][CH2:37][O:38][CH2:39][CH3:40].[F:1][c:2]1[cH:3][cH:4][c:5](-[n:8]2[n:9][cH:10][c:11]3[cH:12][c:13]([CH:17]([C:18]([C:19](=[O:20])[OH:21])([CH3:22])[CH3:23])[c:24]4[cH:25][cH:26][cH:27][cH:28][cH:29]4)[cH:14][cH:15][c:16]23)[cH:6][cH:7]1.[H-:30].[H-:33].[H-:34].[H-:35].[Li+:32]>>[F:1][c:2]1[cH:3][cH:4][c:5](-[n:8]2[n:9][cH:10][c:11]3[cH:12][c:13]([CH:17]([C:18]([CH2:19][OH:20])([CH3:22])[CH3:23])[c:24]4[cH:25][cH:26][cH:27][cH:28][cH:29]4)[cH:14][cH:15][c:16]23)[cH:6][cH:7]1. Starting materials: ClC1=CC(=C(C=C1)I)Cl (1,3-dichloro 4-iodobenzene), C(C)(C)[Mg]Cl (isopropyl magnesium chloride), C(C)(C)(C)OC(=O)N1CCC(CC1)=O (4-oxo-piperidine-1-carboxylic acid tert-butyl ester), [BH4-].[Na+] (sodium borohydride). Run in O1CCCC1 (tetrahydrofuran), O1CCCC1 (tetrahydrofuran). Reaction conditions: time 30 minute. Product: C(C)(C)(C)OC(=O)N1CCC(CC1)(O)C1=C(C=C(C=C1)Cl)Cl (4-(2,4-dichloro-phenyl)-4-hydroxy-piperidine-1-carboxylic acid tert-butyl ester). Isolated yield 30.0%. RXN SMILES: [Cl:1][C:2]1[CH:7]=[CH:6][C:5](I)=[C:4]([Cl:9])[CH:3]=1.C([Mg]Cl)(C)C.[C:15]([O:19][C:20]([N:22]1[CH2:27][CH2:26][C:25](=[O:28])[CH2:24][CH2:23]1)=[O:21])([CH3:18])([CH3:17])[CH3:16].[BH4-].[Na+]>O1CCCC1>[C:15]([O:19][C:20]([N:22]1[CH2:27][CH2:26][C:25]([C:5]2[CH:6]=[CH:7][C:2]([Cl:1])=[CH:3][C:4]=2[Cl:9])([OH:28])[CH2:24][CH2:23]1)=[O:21])([CH3:18])([CH3:16])[CH3:17] |f:3.4|. Procedure details: To solution of 1,3-dichloro 4-iodobenzene (1.0 g, 3.66 mmol) in tetrahydrofuran (10 mL) at −20° C. was added isopropyl magnesium chloride (2M in tetrahydrofuran, 1.9 mL, 3.84 mmol). The solution was stirred for 30 min and then a solution of 4-oxo-piperidine-1-carboxylic acid tert-butyl ester (0.73 g, 3.66 mmol) in tetrahydrofuran (5 mL) was added. The solution was allowed to warm to room temperature with stirring for 18 h. The reaction was quenched with a saturated aqueous solution of ammonium c... Yield: 194.2%. RXN SMILES: C(OC([N:8]1[CH2:13][CH2:12][C:11]([F:21])([C:14]2[C:19]([Cl:20])=[CH:18][CH:17]=[CH:16][N:15]=2)[CH2:10][CH2:9]1)=O)(C)(C)C>Cl.O1CCOCC1>[ClH:20].[Cl:20][C:19]1[C:14]([C:11]2([F:21])[CH2:10][CH2:9][NH:8][CH2:13][CH2:12]2)=[N:15][CH:16]=[CH:17][CH:18]=1 |f:3.4|. Run in Cl (hydrogen chloride), O1CCOCC1 (dioxane). Starting materials: C(C)(C)(C)OC(=O)N1CCC(CC1)(C1=NC=CC=C1Cl)F (3-Chloro-4′-fluoro-3′,4′,5′,6′-tetrahydro-2′H-[2,4′]bipyridinyl-1′-carboxylic acid tert-butyl ester). Procedure: 3-Chloro-4′-fluoro-3′,4′,5′,6′-tetrahydro-2′H-[2,4′]bipyridinyl-1′-carboxylic acid tert-butyl ester (0.13 g, 0.41 mmol) was dissolved in a solution of hydrogen chloride in dioxane (4 N, 2 mL). The mixture was stirred for 30 minutes and the solvent removed by evaporation under vacuum. The solid was triturated from ether to afford the title compound (0.10 g). LCMS m/z 215.28 [M+H]+. R.T.=1.87 min (Analytical Method 3). The product is Cl.ClC=1C(=NC=CC1)C1(CCNCC1)F (3-Chloro-4′-fluoro-2′,3′,5′,6′-tetrahydro-1′H-[2,4′]bipyridinyl hydrochloride). Conditions: time 30 minute. Reactants: BrCCC1=CC=C(C=C1)C(CCCCC1=CC=CC=C1)=O (1-[4-(2-bromoethyl)phenyl]-5-phenylpentan-1-one), [I-].[Na+] (sodium iodide), O (water). Run in CC(CC)=O (2-butanone). Yields the product ICCC1=CC=C(C=C1)C(CCCCC1=CC=CC=C1)=O (1-[4-(2-iodoethyl)phenyl]-5-phenylpentan-1-one). Isolated yield 83.2%. As a reaction SMILES: Br[CH2:2][CH2:3][C:4]1[CH:9]=[CH:8][C:7]([C:10](=[O:21])[CH2:11][CH2:12][CH2:13][CH2:14][C:15]2[CH:20]=[CH:19][CH:18]=[CH:17][CH:16]=2)=[CH:6][CH:5]=1.[I-:22].[Na+].O>CC(=O)CC>[I:22][CH2:2][CH2:3][C:4]1[CH:9]=[CH:8][C:7]([C:10](=[O:21])[CH2:11][CH2:12][CH2:13][CH2:14][C:15]2[CH:20]=[CH:19][CH:18]=[CH:17][CH:16]=2)=[CH:6][CH:5]=1 |f:1.2|. Procedure: A solution of 1-[4-(2-bromoethyl)phenyl]-5-phenylpentan-1-one (18.2 g) and sodium iodide (9.5 g) in 2-butanone (180 ml) was stirred at 60° C. for 3.5 hours. The reaction mixture was poured into water and extracted with ethyl acetate. The organic layer was washed with saturated brine, dried over anhydrous sodium sulfate and the solvent was distilled away under reduced pressure to give a brown oily substance (19.2 g). The obtained brown oily substance was purified by silica gel column chromatograp... Starting materials: CC1(OC[C@@H](O1)CONC(=O)C1=CC=2C(=CN=CC2)N1CC1=C(C=C(C=C1)I)F)C (1-(2-Fluoro-4-iodo-benzyl)-1H-pyrrolo[2,3-c]pyridine-2-carboxylic acid ((R)-2,2-dimethyl-[1,3]dioxolan-4-ylmethoxy)-amide), Cl (HCl). Conditions: time 1.5 hour. The product is O[C@@H](CONC(=O)C1=CC=2C(=CN=CC2)N1CC1=C(C=C(C=C1)I)F)CO (1-(2-Fluoro-4-iodo-benzyl)-1H-pyrrolo[2,3-c]pyridine-2-carboxylic acid ((R)-2,3-dihydroxy-propoxy)-amide). The yield is 44.7%. Reaction SMILES: CC1(C)[O:6][C@@H:5]([CH2:7][O:8][NH:9][C:10]([C:12]2[N:20]([CH2:21][C:22]3[CH:27]=[CH:26][C:25]([I:28])=[CH:24][C:23]=3[F:29])[C:15]3=[CH:16][N:17]=[CH:18][CH:19]=[C:14]3[CH:13]=2)=[O:11])[CH2:4][O:3]1.Cl>>[OH:6][C@H:5]([CH2:4][OH:3])[CH2:7][O:8][NH:9][C:10]([C:12]1[N:20]([CH2:21][C:22]2[CH:27]=[CH:26][C:25]([I:28])=[CH:24][C:23]=2[F:29])[C:15]2=[CH:16][N:17]=[CH:18][CH:19]=[C:14]2[CH:13]=1)=[O:11]. Reported procedure: 1-(2-Fluoro-4-iodo-benzyl)-1H-pyrrolo[2,3-c]pyridine-2-carboxylic acid ((R)-2,2-dimethyl-[1,3]dioxolan-4-ylmethoxy)-amide (29 mg, 0.06 mmol) was dissolved in 0.067 M methanolic HCl solution (2.3 ml, 0.15 mmol) and stirred at room temperature for 1.5 hours. The reaction mixture was concentrated in vacuo then azeotroped with toluene (2×15 ml). Purification by flash chromatography (NH2-SPE, dichloromethane, ethyl acetate, 20:80 methanol:dichloromethane, 5:35:60 triethylamine:methanol:dichloromethan... The reactants are C(C)(=O)N1C(C(C2=CC(=CC=C12)C(C)=O)=C(C1=CC=CC=C1)OCC)=O (1,5-diacetyl-3-[ethoxy-phenyl-methylidene]-2-indolinone), N (ammonia), CN(C)CC1=CC=C(C=C1)N (4-dimethylaminomethyl-phenylamine), acetyl. Run in CN(C=O)C (dimethylformamide). Reaction conditions: time 8 hour. The product is C(C)(=O)C=1C=C2C(C(NC2=CC1)=O)=C(C1=CC=CC=C1)NC1=CC=C(C=C1)CN(C)C (5-acetyl-3-[(4-dimethylaminomethylphenylamino)-phenyl-methylidene]-2-indolinone). As a reaction SMILES: C([N:4]1[C:12]2[C:7](=[CH:8][C:9]([C:13](=[O:15])[CH3:14])=[CH:10][CH:11]=2)[C:6](=[C:16](OCC)[C:17]2[CH:22]=[CH:21][CH:20]=[CH:19][CH:18]=2)[C:5]1=[O:26])(=O)C.[CH3:27][N:28]([CH2:30][C:31]1[CH:36]=[CH:35][C:34]([NH2:37])=[CH:33][CH:32]=1)[CH3:29].N>CN(C)C=O>[C:13]([C:9]1[CH:8]=[C:7]2[C:12](=[CH:11][CH:10]=1)[NH:4][C:5](=[O:26])[C:6]2=[C:16]([NH:37][C:34]1[CH:33]=[CH:32][C:31]([CH2:30][N:28]([CH3:27])[CH3:29])=[CH:36][CH:35]=1)[C:17]1[CH:22]=[CH:21][CH:20]=[CH:19][CH:18]=1)(=[O:15])[CH3:14]. Reported procedure: 200 mg (0.57 mmol) 1,5-diacetyl-3-[ethoxy-phenyl-methylidene]-2-indolinone (Ex. III) are suspended in 5 ml of dimethylformamide and stirred with 86 mg 0.57 mmol) 4-dimethylaminomethyl-phenylamine at an ambient temperature of 80° C. for about 5 h. The acetyl-protected intermediate product is combined with 2 ml of conc. ammonia without being purified and stirred overnight at ambient temperature. Then the mixture is evaporated down and the residue is chromatographed through a silica gel column with...